From a dataset of the Open Reaction Database (ORD), a public repository of structured organic reaction records. describe an organic reaction: reactants, conditions, products, and yield Starting materials: Cl, CC(C)(C)OC(=O)N1CCC2(CC1)OCC(F)(F)c1cc(F)sc12. The product is Fc1cc2c(s1)C1(CCNCC1)OCC2(F)F. RXN SMILES: [ClH:25].[F:1][c:2]1[cH:3][c:4]2[c:5]([s:24]1)[C:6]1([O:7][CH2:8][C:9]2([F:10])[F:11])[CH2:12][CH2:13][N:14]([C:17]([O:18][C:19]([CH3:20])([CH3:21])[CH3:22])=[O:23])[CH2:15][CH2:16]1>>[F:1][c:2]1[cH:3][c:4]2[c:5]([s:24]1)[C:6]1([O:7][CH2:8][C:9]2([F:10])[F:11])[CH2:12][CH2:13][NH:14][CH2:15][CH2:16]1.